From a dataset of the Open Reaction Database (ORD), a public repository of structured organic reaction records. describe an organic reaction: reactants, conditions, products, and yield Reactants: C1CCOC1, CN=C=O, CN(C)C=O, O=C(Nc1ccc(-c2ccc(CO)cc2)cc1)C1CN2CCC1CC2. Product: CNC(=O)OCc1ccc(-c2ccc(NC(=O)C3CN4CCC3CC4)cc2)cc1. RXN SMILES: [CH2:30]1[O:31][CH2:32][CH2:33][CH2:34]1.[CH3:26][N:27]=[C:28]=[O:29].[O:35]=[CH:36][N:37]([CH3:38])[CH3:39].[OH:1][CH2:2][c:3]1[cH:4][cH:5][c:6](-[c:9]2[cH:10][cH:11][c:12]([NH:15][C:16](=[O:17])[CH:18]3[CH2:19][N:20]4[CH2:21][CH2:22][CH:23]3[CH2:24][CH2:25]4)[cH:13][cH:14]2)[cH:7][cH:8]1>>[O:1]([CH2:2][c:3]1[cH:4][cH:5][c:6](-[c:9]2[cH:10][cH:11][c:12]([NH:15][C:16](=[O:17])[CH:18]3[CH2:19][N:20]4[CH2:21][CH2:22][CH:23]3[CH2:24][CH2:25]4)[cH:13][cH:14]2)[cH:7][cH:8]1)[C:28]([NH:27][CH3:26])=[O:29]. Reactants: [OH-].[Na+] (sodium hydroxide), [N+](=O)([O-])C=1C=CC=2N(C3=CC=CC=C3C2C1)CC (3-nitro-N-ethylcarbazole), stannous chloride dihydrate, ice. Run in O (water), Cl (hydrochloric acid). Procedure details: A solution of 10.2 g of 3-nitro-N-ethylcarbazole (42.5 mmol) and 38.4 g of stannous chloride dihydrate (170 mmol) in 100 ml of concentrated hydrochloric acid was heated for 3 hours at 92° C. The ice cooled solution was (cautiously) made basic by partial addition of a solution of 75 g sodium hydroxide in 150 ml of water. The product was filtered off and washed with the above base solution, followed by copious amounts of water, and then air dried. Vacuum drying and recrystallization from pyridine/... Reaction SMILES: [N+:1]([C:4]1[CH:5]=[CH:6][C:7]2[N:8]([CH2:17][CH3:18])[C:9]3[C:14]([C:15]=2[CH:16]=1)=[CH:13][CH:12]=[CH:11][CH:10]=3)([O-])=O.[OH-].[Na+]>Cl.O>[NH2:1][C:4]1[CH:5]=[CH:6][C:7]2[N:8]([CH2:17][CH3:18])[C:9]3[C:14]([C:15]=2[CH:16]=1)=[CH:13][CH:12]=[CH:11][CH:10]=3 |f:1.2|. Isolated yield 82.8%. The product is NC=1C=CC=2N(C3=CC=CC=C3C2C1)CC (3-Amino-N-ethylcarbazole). Reactants: CCCBr, O=C([O-])[O-], CN(C)C=O, [K+], [K+], O, CC(=O)Cc1ccc(O)cc1. Yields the product CCCOc1ccc(CC(C)=O)cc1. As a reaction SMILES: [Br:12][CH2:13][CH2:14][CH3:15].[C:16](=[O:17])([O-:18])[O-:19].[CH3:23][N:24]([CH3:25])[CH:26]=[O:27].[K+:20].[K+:21].[OH2:22].[OH:1][c:2]1[cH:3][cH:4][c:5]([CH2:8][C:9]([CH3:10])=[O:11])[cH:6][cH:7]1>>[O:1]([c:2]1[cH:3][cH:4][c:5]([CH2:8][C:9]([CH3:10])=[O:11])[cH:6][cH:7]1)[CH2:13][CH2:14][CH3:15]. The reactants are ClC1=NC2=C(N1)C=C(C(=C2)Cl)C (2,5-Dichloro-6-methyl-1H-benzoimidazole), ClC=1C=NC=C(C1N1CCNCC1)Cl (1-(3,5-dichloropyridin-4-yl)piperazine). Product: ClC=1C(=CC2=C(NC(=N2)N2CCN(CC2)C2=C(C=NC=C2Cl)Cl)C1)C (6-Chloro-2-[4-(3,5-dichloropyridin-4-yl)piperazin-1-yl]-5-methyl-1H-benzoimidazole). Reaction SMILES: Cl[C:2]1[NH:6][C:5]2[CH:7]=[C:8]([CH3:12])[C:9]([Cl:11])=[CH:10][C:4]=2[N:3]=1.[Cl:13][C:14]1[CH:15]=[N:16][CH:17]=[C:18]([Cl:26])[C:19]=1[N:20]1[CH2:25][CH2:24][NH:23][CH2:22][CH2:21]1>>[Cl:11][C:9]1[C:8]([CH3:12])=[CH:7][C:5]2[N:6]=[C:2]([N:23]3[CH2:24][CH2:25][N:20]([C:19]4[C:18]([Cl:26])=[CH:17][N:16]=[CH:15][C:14]=4[Cl:13])[CH2:21][CH2:22]3)[NH:3][C:4]=2[CH:10]=1. Reported procedure: The benzoimidazole from step (b) above (0.201 g, 1 mmol) and 1-(3,5-dichloropyridin-4-yl)piperazine (0.462 g, 2 mmol, Maybridge) reacted under the conditions of Example 1d to give the title compound as a white amorphous solid. MS (ESI, pos. ion) m/z: 396 (M+1). Starting materials: ClCCl, S=C(Cl)Cl, Nc1ccc(Cl)cc1C(=O)c1ccccc1, O. Yields the product O=C(c1ccccc1)c1cc(Cl)ccc1N=C=S. RXN SMILES: [CH2:22]([Cl:23])[Cl:24].[Cl:2][C:3]([Cl:4])=[S:5].[NH2:6][c:7]1[c:8]([C:9](=[O:10])[c:11]2[cH:12][cH:13][cH:14][cH:15][cH:16]2)[cH:17][c:18]([Cl:21])[cH:19][cH:20]1.[OH2:1]>>[C:3](=[S:5])=[N:6][c:7]1[c:8]([C:9](=[O:10])[c:11]2[cH:12][cH:13][cH:14][cH:15][cH:16]2)[cH:17][c:18]([Cl:21])[cH:19][cH:20]1.